Dataset: the Open Reaction Database (ORD), a public repository of structured organic reaction records. Task: describe an organic reaction: reactants, conditions, products, and yield Product: Cc1cccc(S(=O)(=O)NC(=O)NCCc2ccc(-n3nc(C)c(-c4ccccc4)c3C)cc2)c1. Starting materials: Cc1nn(-c2ccc(CCNC(=O)Oc3ccccc3)cc2)c(C)c1-c1ccccc1, Cc1cccc(S(N)(=O)=O)c1. RXN SMILES: [CH3:1][c:2]1[n:3][n:4](-[c:14]2[cH:15][cH:16][c:17]([CH2:20][CH2:21][NH:22][C:23]([O:24][c:26]3[cH:27][cH:28][cH:29][cH:30][cH:31]3)=[O:25])[cH:18][cH:19]2)[c:5]([CH3:13])[c:6]1-[c:7]1[cH:8][cH:9][cH:10][cH:11][cH:12]1.[CH3:32][c:33]1[cH:34][c:35]([S:39](=[O:40])(=[O:41])[NH2:42])[cH:36][cH:37][cH:38]1>>[CH3:1][c:2]1[n:3][n:4](-[c:14]2[cH:15][cH:16][c:17]([CH2:20][CH2:21][NH:22][C:23](=[O:24])[NH:42][S:39]([c:35]3[cH:34][c:33]([CH3:32])[cH:38][cH:37][cH:36]3)(=[O:40])=[O:41])[cH:18][cH:19]2)[c:5]([CH3:13])[c:6]1-[c:7]1[cH:8][cH:9][cH:10][cH:11][cH:12]1. The reactants are CC(C)(O[Si](CC)(CC)CC)C1=NC=2N(C=C1)C(=CN2)[Sn](CCCC)(CCCC)CCCC (7-(1-Methyl-1-triethylsilanyloxyethyl)-3-tributylstannyl-imidazo[1,2-α]pyrimidine), ClC1=NC=CC(=N1)Cl (2,4-dichloropyrimidine). Product: ClC1=NC=CC(=N1)C1=CN=C2N1C=CC(=N2)C(C)(O[Si](CC)(CC)CC)C (3-(2-chloropyrimidin-4-yl)-7-(1-methyl-1-triethylsilanyloxyethyl)imidazo[1,2-α]pyrimidine). Reaction SMILES: [CH3:1][C:2]([C:12]1[CH:17]=[CH:16][N:15]2[C:18]([Sn](CCCC)(CCCC)CCCC)=[CH:19][N:20]=[C:14]2[N:13]=1)([O:4][Si:5]([CH2:10][CH3:11])([CH2:8][CH3:9])[CH2:6][CH3:7])[CH3:3].[Cl:34][C:35]1[N:40]=[C:39](Cl)[CH:38]=[CH:37][N:36]=1>>[Cl:34][C:35]1[N:40]=[C:39]([C:18]2[N:15]3[CH:16]=[CH:17][C:12]([C:2]([CH3:1])([O:4][Si:5]([CH2:10][CH3:11])([CH2:6][CH3:7])[CH2:8][CH3:9])[CH3:3])=[N:13][C:14]3=[N:20][CH:19]=2)[CH:38]=[CH:37][N:36]=1. Procedure details: 7-(1-Methyl-1-triethylsilanyloxyethyl)-3-tributylstannyl-imidazo[1,2-α]pyrimidine was reacted with 2,4-dichloropyrimidine by the method of Example 5 to afford 3-(2-chloropyrimidin-4-yl)-7-(1-methyl-1-triethylsilanyloxyethyl)imidazo[1,2-α]pyrimidine as a white solid: δH (400 MHz, CDCl3) 0.70 (6H, q, J 8.0), 1.00 (9H, t, J 8.0), 1.69 (6H, s), 7.57 (1H, d, J 5.5), 7.67 (1H, d, J 7.0), 8.53 (2H, m), 10.07 (1H, d, J 7.0); m/z (ES+) 403 (M++H). Reactants: Cl.C[C@@H]1NCCC1 ((S)-2-methylpyrrolidine hydrochloride), O (water), NC1=NC2=CC=C(C=C2C(=N1)C(=O)N1CC2=CC=CC=C2C1)C1=C(C=O)C=CC=C1 (2-[2-amino-4-(1,3-dihydroisoindole-2-carbonyl)quinazolin-6-yl]benzaldehyde), C(C)(=O)O[BH-](OC(C)=O)OC(C)=O.[Na+] (sodium triacetoxyborohydride). Run in ClCCCl (1,2-dichloroethane), O1CCCC1 (tetrahydrofuran). Run at temperature 40 celsius, time 6 hour. The product is NC1=NC2=CC=C(C=C2C(=N1)C(=O)N1CC2=CC=CC=C2C1)C1=C(C=CC=C1)CN1[C@H](CCC1)C ({2-Amino-6-[2-((S)-2-methylpyrrolidin-1-ylmethyl)phenyl]quinazolin-4-yl}-(1,3-dihydroisoindol-2-yl)methanone). RXN SMILES: [NH2:1][C:2]1[N:11]=[C:10]([C:12]([N:14]2[CH2:22][C:21]3[C:16](=[CH:17][CH:18]=[CH:19][CH:20]=3)[CH2:15]2)=[O:13])[C:9]2[C:4](=[CH:5][CH:6]=[C:7]([C:23]3[CH:30]=[CH:29][CH:28]=[CH:27][C:24]=3[CH:25]=O)[CH:8]=2)[N:3]=1.Cl.[CH3:32][C@H:33]1[CH2:37][CH2:36][CH2:35][NH:34]1.C(O[BH-](OC(=O)C)OC(=O)C)(=O)C.[Na+].O>ClCCCl.O1CCCC1>[NH2:1][C:2]1[N:11]=[C:10]([C:12]([N:14]2[CH2:15][C:16]3[C:21](=[CH:20][CH:19]=[CH:18][CH:17]=3)[CH2:22]2)=[O:13])[C:9]2[C:4](=[CH:5][CH:6]=[C:7]([C:23]3[CH:30]=[CH:29][CH:28]=[CH:27][C:24]=3[CH2:25][N:34]3[CH2:35][CH2:36][CH2:37][C@@H:33]3[CH3:32])[CH:8]=2)[N:3]=1 |f:1.2,3.4|. Procedure details: 100 mg of 2-[2-amino-4-(1,3-dihydroisoindole-2-carbonyl)quinazolin-6-yl]benzaldehyde are dissolved in 3 ml of 1,2-dichloroethane and 3 ml of tetrahydrofuran. 43 mg of (S)-2-methylpyrrolidine hydrochloride are added, and the mixture is stirred at 40° C. for 6 h. After cooling to 25° C., 113 mg of sodium triacetoxyborohydride are added and stirred at 25° C. for a further 12 h. The mixture is poured into water, extracted three times with dichloromethane, and the combined organic phases are dried ov... Starting materials: CCOC(C)=O, COc1cc2c(c3c1OC(C)(C)C3)C(c1cccc(NS(=O)(=O)NC(=O)OC(C)(C)C)c1)=NC(C)(C)C2, Cl, [Na+], [OH-]. Yields the product Cl, COc1cc2c(c3c1OC(C)(C)C3)C(c1cccc(NS(N)(=O)=O)c1)=NC(C)(C)C2. RXN SMILES: [C:1]([O:2][CH2:3][CH3:4])(=[O:5])[CH3:6].[CH3:8][C:9]([O:10][C:11](=[O:12])[NH:14][S:15](=[O:16])(=[O:17])[NH:18][c:19]1[cH:20][c:21]([C:25]2=[N:26][C:27]([CH3:42])([CH3:43])[CH2:28][c:29]3[cH:30][c:31]([O:40][CH3:41])[c:32]4[c:33]([c:34]32)[CH2:35][C:36]([CH3:38])([CH3:39])[O:37]4)[cH:22][cH:23][cH:24]1)([CH3:13])[CH3:44].[ClH:7].[Na+:46].[OH-:45]>>[ClH:7].[NH2:14][S:15](=[O:16])(=[O:17])[NH:18][c:19]1[cH:20][c:21]([C:25]2=[N:26][C:27]([CH3:42])([CH3:43])[CH2:28][c:29]3[cH:30][c:31]([O:40][CH3:41])[c:32]4[c:33]([c:34]32)[CH2:35][C:36]([CH3:38])([CH3:39])[O:37]4)[cH:22][cH:23][cH:24]1. Solvent: N1=CC=CC=C1 (pyridine). RXN SMILES: [C:1](Cl)(=[O:8])[C:2]1[CH:7]=[CH:6][CH:5]=[CH:4][CH:3]=1.[NH2:10][NH:11][C:12]([NH:14][NH2:15])=[S:13].[OH2:16]>N1C=CC=CC=1>[C:1]([NH:10][NH:11][C:12]([NH:14][NH:15][C:1](=[O:16])[C:2]1[CH:7]=[CH:6][CH:5]=[CH:4][CH:3]=1)=[S:13])(=[O:8])[C:2]1[CH:7]=[CH:6][CH:5]=[CH:4][CH:3]=1. Starting materials: C(C1=CC=CC=C1)(=O)Cl (benzoyl chloride), NNC(=S)NN (thiocarbohydrazide), O (water). Procedure details: 116 ml of benzoyl chloride are added dropwise at a temperature of 25° C. to a suspension of 53 g of thiocarbohydrazide in 350 ml of pyridine with stirring and cooling. After addition, the mixture is stirred for a further 3 hours at room temperature and subsequently mixed with 6 liters of water. The precipitate obtained is separated, dissolved and reprecipitated from methanol/water and, after drying in air is mixed with 1.7 liters of boiling ethyl acetate and after cooling, is suction filtered an... Product: C(C1=CC=CC=C1)(=O)NNC(=S)NNC(C1=CC=CC=C1)=O (1,5-bisbenzoyl-thiocarbohydrazide). Starting materials: CCO, C[Si](C)(C)CC[Si](C)(C)CCCOCC1CO1, NCCO. Yields the product C[Si](C)(C)CC[Si](C)(C)CCCOCC(O)CNCCO. As a reaction SMILES: [CH3:22][CH2:23][OH:24].[CH3:5][Si:6]([CH2:7][CH2:8][CH2:9][O:10][CH2:11][CH:12]1[O:13][CH2:14]1)([CH2:15][CH2:16][Si:17]([CH3:18])([CH3:19])[CH3:20])[CH3:21].[NH2:1][CH2:2][CH2:3][OH:4]>>[NH:1]([CH2:2][CH2:3][OH:4])[CH2:14][CH:12]([CH2:11][O:10][CH2:9][CH2:8][CH2:7][Si:6]([CH3:5])([CH2:15][CH2:16][Si:17]([CH3:18])([CH3:19])[CH3:20])[CH3:21])[OH:13].